Dataset: the Open Reaction Database (ORD), a public repository of structured organic reaction records. Task: describe an organic reaction: reactants, conditions, products, and yield Reactants: CC#CC(CC(N)=O)c1ccc(OCc2ccccc2C)cc1, CN(C)C=O, O=S(Cl)Cl. Product: CC#CC(CC#N)c1ccc(OCc2ccccc2C)cc1. RXN SMILES: [CH3:5][c:6]1[c:7]([CH2:8][O:9][c:10]2[cH:11][cH:12][c:13]([CH:16]([CH2:17][C:18](=[O:19])[NH2:20])[C:21]#[C:22][CH3:23])[cH:14][cH:15]2)[cH:24][cH:25][cH:26][cH:27]1.[O:28]=[CH:29][N:30]([CH3:31])[CH3:32].[S:1]([Cl:2])([Cl:3])=[O:4]>>[CH3:5][c:6]1[c:7]([CH2:8][O:9][c:10]2[cH:11][cH:12][c:13]([CH:16]([CH2:17][C:18]#[N:20])[C:21]#[C:22][CH3:23])[cH:14][cH:15]2)[cH:24][cH:25][cH:26][cH:27]1.